This data is from the Open Reaction Database (ORD), a public repository of structured organic reaction records. The task is: describe an organic reaction: reactants, conditions, products, and yield Starting materials: CC(C)(C)O, CC(C)(C)[O-], CC1C(=O)CCC1=O, C=CC(=O)OC, [K+]. Yields the product COC(=O)CCC1(C)C(=O)CCC1=O. RXN SMILES: [C:21]([OH:22])([CH3:23])([CH3:24])[CH3:25].[CH3:15][C:16]([CH3:17])([O-:18])[CH3:19].[CH3:1][CH:2]1[C:3](=[O:8])[CH2:4][CH2:5][C:6]1=[O:7].[CH3:9][O:10][C:11]([CH:12]=[CH2:13])=[O:14].[K+:20]>>[CH3:1][C:2]1([CH2:13][CH2:12][C:11]([O:10][CH3:9])=[O:14])[C:3](=[O:8])[CH2:4][CH2:5][C:6]1=[O:7]. Starting materials: COC(=O)C=1SC(=CC1N[C@H](CCO[Si](C)(C)C(C)(C)C)C)C#CC(C)(C)C (3-[3-(tert-Butyl-dimethyl-silanoxy)-1-(S)-methyl-propylamino]-5-(3,3-dimethyl-but-1-ynyl)thiophene-2-carboxylic acid methyl ester), CCCC[N+](CCCC)(CCCC)CCCC.[F-] (TBAF). Solvent: C1CCOC1 (THF), C1CCOC1 (THF). Run at time 30 minute. Product: COC(=O)C=1SC(=CC1N[C@H](CCO)C)C#CC(C)(C)C (5-(3,3-dimethyl-but-1-ynyl)3-(3-hydroxy-1-(S)-methyl-propylamino)-thiophene-2-carboxylic acid methyl ester). Isolated yield 70.9%. RXN SMILES: [CH3:1][O:2][C:3]([C:5]1[S:6][C:7]([C:23]#[C:24][C:25]([CH3:28])([CH3:27])[CH3:26])=[CH:8][C:9]=1[NH:10][C@@H:11]([CH3:22])[CH2:12][CH2:13][O:14][Si](C(C)(C)C)(C)C)=[O:4].CCCC[N+](CCCC)(CCCC)CCCC.[F-]>C1COCC1>[CH3:1][O:2][C:3]([C:5]1[S:6][C:7]([C:23]#[C:24][C:25]([CH3:26])([CH3:28])[CH3:27])=[CH:8][C:9]=1[NH:10][C@@H:11]([CH3:22])[CH2:12][CH2:13][OH:14])=[O:4] |f:1.2|. Procedure details: 3-[3-(tert-Butyl-dimethyl-silanoxy)-1-(S)-methyl-propylamino]-5-(3,3-dimethyl-but-1-ynyl)thiophene-2-carboxylic acid methyl ester (8.2 g, 18.24 mmol) was taken up in THF (200 mL). TBAF 1.0M in THF (88.15 mL, 88.15 mmol) was added in 20 mL increments at rt. The reaction was monitored by LC/MS. The reaction was determined to be complete at 30 min. and was quenched with sat NH4Cl(aq) (200 mL). After stirring at it for 1 h. the organics were removed under reduced pressure and treated with EtOAc. The... Reactants: [BH4-], COc1ccccc1-c1c[nH]c2ncc(-c3cc(C(=O)C(=O)N(C)C)ncn3)cc12, CCO, [Na+]. Product: COc1ccccc1-c1c[nH]c2ncc(-c3cc(C(O)C(=O)N(C)C)ncn3)cc12. As a reaction SMILES: [BH4-:31].[CH3:1][O:2][c:3]1[c:4](-[c:9]2[cH:10][nH:11][c:12]3[n:13][cH:14][c:15](-[c:18]4[cH:19][c:20]([C:24]([C:25](=[O:26])[N:27]([CH3:28])[CH3:29])=[O:30])[n:21][cH:22][n:23]4)[cH:16][c:17]23)[cH:5][cH:6][cH:7][cH:8]1.[CH3:33][CH2:34][OH:35].[Na+:32]>>[CH3:1][O:2][c:3]1[c:4](-[c:9]2[cH:10][nH:11][c:12]3[n:13][cH:14][c:15](-[c:18]4[cH:19][c:20]([CH:24]([C:25](=[O:26])[N:27]([CH3:28])[CH3:29])[OH:30])[n:21][cH:22][n:23]4)[cH:16][c:17]23)[cH:5][cH:6][cH:7][cH:8]1. Starting materials: CC1(C)OCC(C(CSc2ccccc2)NC(=O)OCc2ccccc2)O1, CO, Cl. Yields the product O=C(NC(CSc1ccccc1)C(O)CO)OCc1ccccc1. As a reaction SMILES: [CH2:1]([c:2]1[cH:3][cH:4][cH:5][cH:6][cH:7]1)[O:8][C:9](=[O:10])[NH:11][CH:12]([CH2:13][S:14][c:15]1[cH:16][cH:17][cH:18][cH:19][cH:20]1)[CH:21]1[O:22][C:23]([CH3:26])([CH3:27])[O:24][CH2:25]1.[CH3:29][OH:30].[ClH:28]>>[CH2:1]([c:2]1[cH:3][cH:4][cH:5][cH:6][cH:7]1)[O:8][C:9](=[O:10])[NH:11][CH:12]([CH2:13][S:14][c:15]1[cH:16][cH:17][cH:18][cH:19][cH:20]1)[CH:21]([OH:22])[CH2:25][OH:24]. Procedure details: N'-t-butyl-N-(2-thiophenecarbonyl)hydrazine (1 g) was dissolved in 10 ml toluene and treated with 50% aqueous sodium hydroxide (1.0 g) and water (2 ml) followed by benzoylchloride (0.8 g). After stirring for 14 hours at room temperature, the solid product, N'-t-butyl-N-(2-thiophenecarbonyl)-N'-benzoylhydrazine, was removed by filtration and washed with water: m.p. >190° C. Reaction SMILES: [C:1]([NH:5][NH:6][C:7]([C:9]1[S:10][CH:11]=[CH:12][CH:13]=1)=[O:8])([CH3:4])([CH3:3])[CH3:2].[OH-].[Na+].O.[C:17](Cl)(=[O:24])[C:18]1[CH:23]=[CH:22][CH:21]=[CH:20][CH:19]=1>C1(C)C=CC=CC=1>[C:1]([N:5]([C:17](=[O:24])[C:18]1[CH:23]=[CH:22][CH:21]=[CH:20][CH:19]=1)[NH:6][C:7]([C:9]1[S:10][CH:11]=[CH:12][CH:13]=1)=[O:8])([CH3:4])([CH3:2])[CH3:3] |f:1.2|. Reactants: C(C1=CC=CC=C1)(=O)Cl (benzoylchloride), [OH-].[Na+] (sodium hydroxide), O (water), C(C)(C)(C)NNC(=O)C=1SC=CC1 (N'-t-butyl-N-(2-thiophenecarbonyl)hydrazine). Reaction conditions: time 14 hour. Product: C(C)(C)(C)N(NC(=O)C=1SC=CC1)C(C1=CC=CC=C1)=O (N'-t-butyl-N-(2-thiophenecarbonyl)-N'-benzoylhydrazine). Run in C1(=CC=CC=C1)C (toluene). Reaction SMILES: C[O:2][C:3]1[CH:4]=[C:5]2[C:10](=[CH:11][CH:12]=1)[C:9]([O:13][C:14]1[CH:28]=[CH:27][C:17]([O:18][CH2:19][CH2:20][N:21]3[CH2:26][CH2:25][CH2:24][CH2:23][CH2:22]3)=[CH:16][CH:15]=1)=[C:8]([C:29]1[CH:34]=[CH:33][C:32]([S:35][CH3:36])=[C:31]([CH3:37])[CH:30]=1)[CH:7]=[CH:6]2.Cl.B(Br)(Br)Br.O>C(OCC)(=O)C.C(OCC)C>[CH3:37][C:31]1[CH:30]=[C:29]([C:8]2[C:9]([O:13][C:14]3[CH:28]=[CH:27][C:17]([O:18][CH2:19][CH2:20][N:21]4[CH2:26][CH2:25][CH2:24][CH2:23][CH2:22]4)=[CH:16][CH:15]=3)=[C:10]3[C:5](=[CH:6][CH:7]=2)[CH:4]=[C:3]([OH:2])[CH:12]=[CH:11]3)[CH:34]=[CH:33][C:32]=1[S:35][CH3:36]. Conditions: temperature 0 celsius, time 1 hour. Yields the product CC=1C=C(C=CC1SC)C=1C(=C2C=CC(=CC2=CC1)O)OC1=CC=C(C=C1)OCCN1CCCCC1 (6-(3-Methyl-4-methylsulfanyl-phenyl)-5-[4-(2-piperidin-1-yl-ethoxy)-phenoxy]-naphthalen-2-ol). Starting materials: COC=1C=C2C=CC(=C(C2=CC1)OC1=CC=C(OCCN2CCCCC2)C=C1)C1=CC(=C(C=C1)SC)C (1-(2-{4-[6-Methoxy-2-(3-methyl-4-methylsulfanyl-phenyl)-naphthalen-1-yloxy]-phenoxy}-ethyl)-piperidine), O (water), B(Br)(Br)Br (BBr3), Cl (HCl). Solvent: C(C)(=O)OCC (ethyl acetate), C(C)OCC (diethyl ether), C(C)(=O)OCC (ethyl acetate), C(C)OCC (diethyl ether). Procedure: Dissolve the product of Example 47 in ethyl acetate (10 mL) and diethyl ether (5 mL). Add 2M HCl in diethyl ether (5 mL, 10.0 mmol). Concentrate the slurry and dry in vacuo. Dilute the residue in dichloromethane (5.0 mL) and blanket with nitrogen. Cool the solution to 0° C. with external ice bath and add BBr3 (0.3 mL, 3.2 mmol). After 1 hour, add water (1.0 mL) and ethyl acetate (10 mL). Separate the layers, wash the organic layer with saturated aqueous NaHCO3 (10 mL) and brine (10 mL). Dry with... The yield is 92.0%. Reactants: ClCCl, COc1cc(CO)cnc1Cl, O=S(Cl)Cl. Reaction SMILES: [Cl:16][CH2:17][Cl:18].[Cl:1][c:2]1[c:3]([O:10][CH3:11])[cH:4][c:5]([CH2:8][OH:9])[cH:6][n:7]1.[S:12]([Cl:13])([Cl:14])=[O:15]>>[Cl:1][c:2]1[c:3]([O:10][CH3:11])[cH:4][c:5]([CH2:8][Cl:14])[cH:6][n:7]1. Product: COc1cc(CCl)cnc1Cl. Reactants: C([O-])([O-])=O.[K+].[K+] (potassium carbonate), NC1=C(C=C(C=C1)O)C (4-amino-3-methylphenol), ClC(=O)OC (methyl chloroformate). Solvent: CC(=O)C (acetone). Conditions: time 3 hour. The product is OC1=CC(=C(C=C1)NC(OC)=O)C (Methyl N-(4-hydroxy-2-methylphenyl)carbamate). The yield is 100.0%. As a reaction SMILES: C(=O)([O-])[O-].[K+].[K+].[NH2:7][C:8]1[CH:13]=[CH:12][C:11]([OH:14])=[CH:10][C:9]=1[CH3:15].Cl[C:17]([O:19][CH3:20])=[O:18]>CC(C)=O>[OH:14][C:11]1[CH:12]=[CH:13][C:8]([NH:7][C:17](=[O:18])[O:19][CH3:20])=[C:9]([CH3:15])[CH:10]=1 |f:0.1.2|. Reported procedure: 12.0 g of potassium carbonate were added to a solution of 100 g of 4-amino-3-methylphenol in 400 ml of acetone cooled in an ice-water bath, followed by the addition of 80 ml of methyl chloroformate at the same temperature. The resulting mixture was stirred at the same temperature for 3 hours, at the end of which time the reaction mixture was filtered. The resulting filtrate was concentrated under reduced pressure to give 151 g (yield 100%) of the title compound as an amorphous powder.